describe an organic reaction: reactants, conditions, products, and yield From a dataset of the Open Reaction Database (ORD), a public repository of structured organic reaction records. Starting materials: CC(C)CCCC1CCCC(C)N1C(=O)OC(C)(C)C, ClCCl. Product: CC(C)CCCC1CCCC(C)N1. Reaction SMILES: [C:1]([O:2][C:3]([CH3:4])([CH3:5])[CH3:6])(=[O:7])[N:8]1[CH:9]([CH2:15][CH2:16][CH2:17][CH:18]([CH3:19])[CH3:20])[CH2:10][CH2:11][CH2:12][CH:13]1[CH3:14].[Cl:21][CH2:22][Cl:23]>>[NH:8]1[CH:9]([CH2:15][CH2:16][CH2:17][CH:18]([CH3:19])[CH3:20])[CH2:10][CH2:11][CH2:12][CH:13]1[CH3:14]. The reactants are C1(CC1)O[C@@H]1[C@]2(C)[C@@H](CC1)[C@@H]1C(C=C3NC(CC[C@]3(C)[C@H]1CC2)=O)=O (17β-Cyclopropyloxy-4-aza-androst-5-en-3,7-dione), [BH4-].[Na+] (sodium borohydride). Run in C(C)O (ethanol), C1CCOC1 (THF), C(C)O (ethanol), CCOC(=O)C (EtOAc). Reaction conditions: time 5 hour. Product: C1(CC1)O[C@@H]1[C@]2(C)[C@@H](CC1)[C@@H]1[C@H](C=C3NC(CC[C@]3(C)[C@H]1CC2)=O)O (17β-cyclopropyloxy-7β-hydroxy-4-aza-androst-5-en-3-one). RXN SMILES: [CH:1]1([O:4][C@H:5]2[CH2:10][CH2:9][C@H:8]3[C@H:11]4[C@H:21]([CH2:22][CH2:23][C@:6]23[CH3:7])[C@:19]2([CH3:20])[C:14]([NH:15][C:16](=[O:24])[CH2:17][CH2:18]2)=[CH:13][C:12]4=[O:25])[CH2:3][CH2:2]1.[BH4-].[Na+]>C1COCC1.C(O)C.CCOC(C)=O>[CH:1]1([O:4][C@H:5]2[CH2:10][CH2:9][C@H:8]3[C@H:11]4[C@H:21]([CH2:22][CH2:23][C@:6]23[CH3:7])[C@:19]2([CH3:20])[C:14]([NH:15][C:16](=[O:24])[CH2:17][CH2:18]2)=[CH:13][C@@H:12]4[OH:25])[CH2:3][CH2:2]1 |f:1.2|. Procedure: 17β-Cyclopropyloxy-4-aza-androst-5-en-3,7-dione (1.000 g, 2.9115 mmol) prepared in Example 18B or otherwise obtained, dissolved in a mixture of THF (25 mL) and ethanol (25 mL) is added to a solution of sodium borohydride (NaBH4; 1.000 g, 26.43 mmol) in ethanol (50 mL). The reaction mixture is stirred 5 hours at ambient temperature. At the end of this time, the reaction solution is diluted with EtOAc (100 mL) and washed with brine (NaCl; 3×100 mL). The organic solution is dried over MgSO4, filter... Reactants: CN(C1CC2=C(OC3=C2C=C(C=C3)C(=O)Cl)CC1)C (2-dimethylamino-1,2,3,4-tetrahydrodibenzofuran-8-carbonyl chloride), FC1=CC=C(N)C=C1 (4-fluoroaniline). The product is FC1=CC=C(C=C1)NC(=O)C=1C=CC2=C(C3=C(O2)CCC(C3)N(C)C)C1 (N-(4-fluorophenyl)-2-dimethylamino-1,2,3,4-tetrahydrodibenzofuran-8-carboxamide). Yield: 7.1%. RXN SMILES: [CH3:1][N:2]([CH3:19])[CH:3]1[CH2:18][CH2:17][C:6]2[O:7][C:8]3[CH:13]=[CH:12][C:11]([C:14](Cl)=[O:15])=[CH:10][C:9]=3[C:5]=2[CH2:4]1.[F:20][C:21]1[CH:27]=[CH:26][C:24]([NH2:25])=[CH:23][CH:22]=1>>[F:20][C:21]1[CH:27]=[CH:26][C:24]([NH:25][C:14]([C:11]2[CH:12]=[CH:13][C:8]3[O:7][C:6]4[CH2:17][CH2:18][CH:3]([N:2]([CH3:19])[CH3:1])[CH2:4][C:5]=4[C:9]=3[CH:10]=2)=[O:15])=[CH:23][CH:22]=1. Procedure: Beginning with 0.011 gm (0.04 mMol) 2-dimethylamino-1,2,3,4-tetrahydrodibenzofuran-8-carbonyl chloride and 0.08 mMol 4-fluoroaniline, 0.001 gm (7%) of the title compound were recovered. Starting materials: [BH4-], COc1cc2c(cc1OC)C(=O)C(CN1CCC3(CC1)C(=O)NCN3c1ccccc1)C2, CCO, CO, Cl, [Na+], O. The product is COc1cc2c(cc1OC)C(O)C(CN1CCC3(CC1)C(=O)NCN3c1ccccc1)C2. Reaction SMILES: [BH4-:34].[CH3:1][O:2][c:3]1[cH:4][c:5]2[c:9]([cH:10][c:11]1[O:12][CH3:13])[C:8](=[O:14])[CH:7]([CH2:15][N:16]1[CH2:17][CH2:18][C:19]3([C:20](=[O:30])[NH:21][CH2:22][N:23]3[c:24]3[cH:25][cH:26][cH:27][cH:28][cH:29]3)[CH2:31][CH2:32]1)[CH2:6]2.[CH3:36][CH2:37][OH:38].[CH3:39][OH:40].[ClH:33].[Na+:35].[OH2:41]>>[CH3:1][O:2][c:3]1[cH:4][c:5]2[c:9]([cH:10][c:11]1[O:12][CH3:13])[CH:8]([OH:14])[CH:7]([CH2:15][N:16]1[CH2:17][CH2:18][C:19]3([C:20](=[O:30])[NH:21][CH2:22][N:23]3[c:24]3[cH:25][cH:26][cH:27][cH:28][cH:29]3)[CH2:31][CH2:32]1)[CH2:6]2. The product is CCOC(=O)c1ccc(C(C)C=O)c([N+](=O)[O-])c1. Reactants: O=C([O-])O, CI, CCOC(C)=O, CCOC(=O)c1ccc(CC=O)c([N+](=O)[O-])c1, [Na+], CN(C)C=O. RXN SMILES: [C:1](=[O:2])([OH:3])[O-:4].[CH3:23][I:24].[CH3:30][CH2:31][O:32][C:33](=[O:34])[CH3:35].[N+:6](=[O:7])([O-:8])[c:9]1[cH:10][c:11]([C:12](=[O:13])[O:14][CH2:15][CH3:16])[cH:17][cH:18][c:19]1[CH2:20][CH:21]=[O:22].[Na+:5].[O:25]=[CH:26][N:27]([CH3:28])[CH3:29]>>[CH3:1][CH:20]([c:19]1[c:9]([N+:6](=[O:7])[O-:8])[cH:10][c:11]([C:12](=[O:13])[O:14][CH2:15][CH3:16])[cH:17][cH:18]1)[CH:21]=[O:22]. Reactants: CC1CN(C(=O)C(F)(F)F)CCc2ncc(N)cc21, CO, ClCCl, [K+], [K+], [Na+], O=C([O-])[O-], O=C([O-])O, O. Product: CC1CNCCc2ncc(N)cc21. As a reaction SMILES: [CH3:1][CH:2]1[c:3]2[c:4]([n:15][cH:16][c:17]([NH2:19])[cH:18]2)[CH2:5][CH2:6][N:7]([C:9](=[O:10])[C:11]([F:12])([F:13])[F:14])[CH2:8]1.[CH3:26][OH:27].[Cl:33][CH2:34][Cl:35].[K+:20].[K+:21].[Na+:32].[O-:22][C:23]([O-:24])=[O:25].[O-:28][C:29]([OH:30])=[O:31].[OH2:36]>>[CH3:1][CH:2]1[c:3]2[c:4]([n:15][cH:16][c:17]([NH2:19])[cH:18]2)[CH2:5][CH2:6][NH:7][CH2:8]1. Reactants: CNC=1SC=C(C1C(C1=CC=CC=C1)=O)C (2-methylamino-3-benzoyl-4-methylthiophene), C(N)(OCC)=O (ethyl carbamate). Reagents/catalysts: [Cl-].[Zn+2].[Cl-] (zinc chloride). Conditions: temperature 200 celsius. Product: CN1C(N=C(C2=C1SC=C2C)C2=CC=CC=C2)=O (1-methyl-4-phenyl-5-methyl-1,2-dihydrothieno[2,3-d]pyrimidin-2-one). Reaction SMILES: [CH3:1][NH:2][C:3]1[S:4][CH:5]=[C:6]([CH3:16])[C:7]=1[C:8](=O)[C:9]1[CH:14]=[CH:13][CH:12]=[CH:11][CH:10]=1.[C:17](=O)([O:19]CC)[NH2:18]>[Cl-].[Zn+2].[Cl-]>[CH3:1][N:2]1[C:3]2[S:4][CH:5]=[C:6]([CH3:16])[C:7]=2[C:8]([C:9]2[CH:14]=[CH:13][CH:12]=[CH:11][CH:10]=2)=[N:18][C:17]1=[O:19] |f:2.3.4|. Reported procedure: A mixture of 2.0 g of 2-methylamino-3-benzoyl-4-methylthiophene, 2.3 g of ethyl carbamate and 0.18 g of zinc chloride is heated at 200°C for 1 hour. After cooling, the reaction mixture is extracted with chloroform. The extracts are combined, washed with water, dried over sodium sulfate and concentrated to dryness under reduced pressure. The residue is recrystallized from chloroform-ethanol to give 1-methyl-4-phenyl-5-methyl-1,2-dihydrothieno[2,3-d]pyrimidin-2-one as crystals having a melting poi...